Dataset: the Open Reaction Database (ORD), a public repository of structured organic reaction records. Task: describe an organic reaction: reactants, conditions, products, and yield As a reaction SMILES: [CH3:1][CH:2]([N:14]([CH3:16])[CH3:15])[CH2:3][CH2:4][CH:5]1[C:10]([CH3:12])([CH3:11])[CH2:9][CH2:8][CH2:7][CH:6]1[CH3:13].[CH3:17][I:18]>C1C=CC=CC=1>[I-:18].[CH3:1][CH:2]([N+:14]([CH3:17])([CH3:15])[CH3:16])[CH2:3][CH2:4][CH:5]1[C:10]([CH3:11])([CH3:12])[CH2:9][CH2:8][CH2:7][CH:6]1[CH3:13] |f:3.4|. The product is [I-].CC(CCC1C(CCCC1(C)C)C)[N+](C)(C)C ([1-methyl-3-(2,6,6-trimethylcyclohexyl)propyl]trimethylammonium iodide). Yield: 90.0%. The solvent is C1=CC=CC=C1 (benzene). Starting materials: CC(CCC1C(CCCC1(C)C)C)N(C)C ([1-methyl-3-(2,6,6-trimethylcyclohexyl)propyl]dimethylamine), CI (methyliodide). Procedure: To a solution of [1-methyl-3-(2,6,6-trimethylcyclohexyl)propyl]dimethylamine (3.0 g) in benzene (20 cc) was added methyliodide (10.0 g), and the mixture was allowed to stand over night. Precipitated crystals were gathered by filtration, and recrystallized from a mixed solvent of benzene and ether to give colorless crystals (4.4 g) of [1-methyl-3-(2,6,6-trimethylcyclohexyl)propyl]trimethylammonium iodide. Reactants: COC(=O)C=1C(=NSC1C(=O)OC)C1=CC=C(C=C1)Cl (3-(4-Chloro-phenyl)-isothiazole-4,5-dicarboxylic acid dimethyl ester), [OH-].[Na+] (NaOH), Cl (HCl). The product is ClC1=CC=C(C=C1)C1=NSC(=C1C(=O)O)C(=O)O (3-(4-Chloro-phenyl)-isothiazole-4,5-dicarboxylic acid). The yield is 97.4%. Solvent: O (water), O (water). Procedure details: A solution of 4.4 g of 5 and 2.8 g of NaOH in 20 ml of water is kept at reflux for 2.5 h. The reaction mixture is cooled, diluted with water (150 ml) and acidified with conc. HCl (aq). A precipitate forms. The water layer is extracted with EtOAc (2×200 ml; the precipitate slowly dissolves). The combined organic layers are washed with brine and dried (Na2SO4). Concentration afforded 3.9 grams of 6 as a white solid. RXN SMILES: C[O:2][C:3]([C:5]1[C:6]([C:14]2[CH:19]=[CH:18][C:17]([Cl:20])=[CH:16][CH:15]=2)=[N:7][S:8][C:9]=1[C:10]([O:12]C)=[O:11])=[O:4].[OH-].[Na+].Cl>O>[Cl:20][C:17]1[CH:16]=[CH:15][C:14]([C:6]2[C:5]([C:3]([OH:4])=[O:2])=[C:9]([C:10]([OH:12])=[O:11])[S:8][N:7]=2)=[CH:19][CH:18]=1 |f:1.2|. Solvent: ClCCCl (1,2-dichloroethane). Yields the product C(=O)NCCC1=CC=C(C=C1)C(C)=O (N-Formyl-2-(4-acetylphenyl) ethanamine). Starting materials: C(=O)NCCC1=CC=CC=C1 (N-formyl-2-phenylethanamine), C(C)(=O)Br (acetylbromide), [Cl-].[Al+3].[Cl-].[Cl-] (aluminium chloride). Procedure details: This was prepared in an identical manner to the compound described in Description 10 using N-formyl-2-phenylethanamine (95 g), acetylbromide (128 ml), aluminium chloride (288 g) in 1,2-dichloroethane (900 ml). 25 g of the crude produce was chromatographed on Kieselgel 60 (1 Kg). Elution with 1% methanol-chloroform gave the title compound as an oil (18 g). τ(CDCl3) 7.42 (3H, s), 7.1 (2H, t, J=7 Hz), 6.5 (2H, m), 3.45 (1H, broad), 2.7 (2H, d, J=8 Hz) 2.1 (2H, d, J=8 Hz), 1.9 (1H, s). As a reaction SMILES: [CH:1]([NH:3][CH2:4][CH2:5][C:6]1[CH:11]=[CH:10][CH:9]=[CH:8][CH:7]=1)=[O:2].[C:12](Br)(=[O:14])[CH3:13].[Cl-].[Al+3].[Cl-].[Cl-]>ClCCCl>[CH:1]([NH:3][CH2:4][CH2:5][C:6]1[CH:11]=[CH:10][C:9]([C:12](=[O:14])[CH3:13])=[CH:8][CH:7]=1)=[O:2] |f:2.3.4.5|.